Dataset: the Open Reaction Database (ORD), a public repository of structured organic reaction records. Task: describe an organic reaction: reactants, conditions, products, and yield The reactants are Cl.O[NH3+] (hydroxylammonium hydrochloride), ClC1=C(C=CC(=C1)Cl)C(CN1N=CN=C1)=O (1-(2,4-dichlorophenyl)-2-(1,2,4-triazol-1-yl)-ethan-1-one), O (water). Run in C(C)O (ethanol). The product is ClC1=C(C=CC(=C1)Cl)C(CN1N=CN=C1)=NO (1-(2,4-dichlorophenyl)-1-oximino-2-(1,2,4-triazol-1-yl)-ethane). Isolated yield 42.8%. RXN SMILES: [Cl:1][C:2]1[CH:7]=[C:6]([Cl:8])[CH:5]=[CH:4][C:3]=1[C:9](=O)[CH2:10][N:11]1[CH:15]=[N:14][CH:13]=[N:12]1.Cl.[OH:18][NH3+:19].O>C(O)C>[Cl:1][C:2]1[CH:7]=[C:6]([Cl:8])[CH:5]=[CH:4][C:3]=1[C:9](=[N:19][OH:18])[CH2:10][N:11]1[CH:15]=[N:14][CH:13]=[N:12]1 |f:1.2|. Procedure: 106.8 g (0.44 mol) of 1-(2,4-dichlorophenyl)-2-(1,2,4-triazol-1-yl)-ethan-1-one were dissolved in 780 ml of ethanol, 48 g of hydroxylammonium hydrochloride were added and the mixture was heated under reflux for 5 hours. Thereafter, 1,000 ml of water were added, and the reaction mixture was filtered. 51 g (45% of theory) of 1-(2,4-dichlorophenyl)-1-oximino-2-(1,2,4-triazol-1-yl)-ethane of melting point 165°-170° C. were obtained. ##STR8## The reactants are C=C1CCc2cccnc2NC1=O, CN(C)C=O, Cl, Cc1ccccc1C1CCNCC1. The product is Cc1ccccc1C1CCN(CC2CCc3cccnc3NC2=O)CC1. As a reaction SMILES: [CH2:1]=[C:2]1[CH2:3][CH2:4][c:5]2[c:6]([n:10][cH:11][cH:12][cH:13]2)[NH:7][C:8]1=[O:9].[CH3:28][N:29]([CH3:30])[CH:31]=[O:32].[ClH:14].[c:15]1([CH3:27])[c:16]([CH:21]2[CH2:22][CH2:23][NH:24][CH2:25][CH2:26]2)[cH:17][cH:18][cH:19][cH:20]1>>[CH2:1]([CH:2]1[CH2:3][CH2:4][c:5]2[c:6]([n:10][cH:11][cH:12][cH:13]2)[NH:7][C:8]1=[O:9])[N:24]1[CH2:23][CH2:22][CH:21]([c:16]2[c:15]([CH3:27])[cH:20][cH:19][cH:18][cH:17]2)[CH2:26][CH2:25]1. The reactants are ClC=1C=C(C(=NC1)O)[N+](=O)[O-] (5-chloro-3-nitropyridin-2-ol), [Cl-].[Ca+2].[Cl-] (calcium chloride). The reagents and catalysts are [Fe] (iron). The solvent is C(C)O (ethanol). Conditions: time 30 minute. Yields the product NC=1C(=NC=C(C1)Cl)O (3-amino-5-chloropyridin-2-ol). Isolated yield 71.3%. Reaction SMILES: [Cl:1][C:2]1[CH:3]=[C:4]([N+:9]([O-])=O)[C:5]([OH:8])=[N:6][CH:7]=1.[Cl-].[Ca+2].[Cl-]>[Fe].C(O)C>[NH2:9][C:4]1[C:5]([OH:8])=[N:6][CH:7]=[C:2]([Cl:1])[CH:3]=1 |f:1.2.3|. Reported procedure: To an 80% aqueous ethanol suspension (150 ml) of 5-chloro-3-nitropyridin-2-ol (15.0 g) and calcium chloride (9.54 g) was added iron powder (24.0 g), followed by stirring at room temperature for 30 minutes, and further under heating at reflux for 1 hour. After the temperature was brought back to room temperature, the reaction suspension was filtered through Celite. Water was added to the filtrate, and extracted 8 times with a methanol-dichloromethane (1:10) mixed solvent. The collected organic la... Reactants: BrC1=C2C=CNC2=CC(=C1)F (4-bromo-6-fluoro-1H-indole), [OH-].[Na+] (NaOH), BrC1=C2C=CNC2=CC(=C1)F (4-bromo-6-fluoro-1H-indole), BrC1=C2C=CNC2=CC(=C1)F (4-bromo-6-fluoro-1H-indole), C1(=CC=CC=C1)S(=O)(=O)Cl (benzenesulfonyl chloride). Reagents/catalysts: S(=O)(=O)(O)[O-].C(CCC)[N+](CCCC)(CCCC)CCCC (tetrabutylammonium hydrogen sulfate). Run in C(Cl)Cl (DCM). Run at time 1 hour. Yields the product BrC1=C2C=CN(C2=CC(=C1)F)S(=O)(=O)C1=CC=CC=C1 (4-Bromo-6-fluoro-1-(phenylsulfonyl)-1H-indole). The yield is 130.3%. RXN SMILES: [OH-].[Na+].[Br:3][C:4]1[CH:12]=[C:11]([F:13])[CH:10]=[C:9]2[C:5]=1[CH:6]=[CH:7][NH:8]2.[C:14]1([S:20](Cl)(=[O:22])=[O:21])[CH:19]=[CH:18][CH:17]=[CH:16][CH:15]=1>S([O-])(O)(=O)=O.C([N+](CCCC)(CCCC)CCCC)CCC.C(Cl)Cl>[Br:3][C:4]1[CH:12]=[C:11]([F:13])[CH:10]=[C:9]2[C:5]=1[CH:6]=[CH:7][N:8]2[S:20]([C:14]1[CH:19]=[CH:18][CH:17]=[CH:16][CH:15]=1)(=[O:22])=[O:21] |f:0.1,4.5|. Procedure details: Aq. 4 M NaOH (5 mL) was added to a stirring mixture of 4-bromo-6-fluoro-1H-indole (500 mg, 2.34 mmol; Intermediate 35), benzenesulfonyl chloride (329 μL g, 2.57 mmol) and tetrabutylammonium hydrogen sulfate (78 mg, 0.23 mmol) in DCM (30 mL). The reaction mixture was stirred 1 h, combined with an earlier batch of this intermediate (followed this experimental and starting with 4-bromo-6-fluoro-1H-indole, 152 mg, 0.71 mmol; Intermediate 35), washed twice with water, dried and concentrated. The prod... Starting materials: CC(=O)OCCP(C)(=S)OCC(C)C, CO, Cl. The product is CC(C)COP(C)(=S)CCO. As a reaction SMILES: [CH2:1]([CH:2]([CH3:3])[CH3:4])[O:5][P:6](=[S:7])([CH3:8])[CH2:9][CH2:10][O:11][C:12](=[O:13])[CH3:14].[CH3:16][OH:17].[ClH:15]>>[CH2:1]([CH:2]([CH3:3])[CH3:4])[O:5][P:6](=[S:7])([CH3:8])[CH2:9][CH2:10][OH:11]. The reactants are CC(C)(C)OC(=O)N1CCCN(c2nc3ccccc3n2CCOS(C)(=O)=O)CC1, Cc1nnn[nH]1, CCOC(C)=O, CN(C)C=O, [H-], [Na+]. Product: Cc1nnnn1CCn1c(N2CCCN(C(=O)OC(C)(C)C)CC2)nc2ccccc21. As a reaction SMILES: [C:14]([CH3:15])([CH3:16])([CH3:17])[O:18][C:19](=[O:20])[N:21]1[CH2:22][CH2:23][N:24]([c:28]2[n:29][c:30]3[c:31]([n:32]2[CH2:33][CH2:34][O:35][S:36]([CH3:37])(=[O:38])=[O:39])[cH:40][cH:41][cH:42][cH:43]3)[CH2:25][CH2:26][CH2:27]1.[CH3:1][c:2]1[n:3][n:4][n:5][nH:6]1.[CH3:44][CH2:45][O:46][C:47](=[O:48])[CH3:49].[CH3:7][N:8]([CH3:9])[CH:10]=[O:11].[H-:12].[Na+:13]>>[CH3:1][c:2]1[n:3]([CH2:34][CH2:33][n:32]2[c:28]([N:24]3[CH2:23][CH2:22][N:21]([C:19]([O:18][C:14]([CH3:15])([CH3:16])[CH3:17])=[O:20])[CH2:27][CH2:26][CH2:25]3)[n:29][c:30]3[c:31]2[cH:40][cH:41][cH:42][cH:43]3)[n:4][n:5][n:6]1. Reactants: CI, Cl, [H-], [Na+], CC(C(=O)O)c1ccc2cc(CO)ccc2c1, COC(=O)C(C)c1ccc2cc(CO)ccc2c1, c1ccccc1. Yields the product COCc1ccc2cc(C(C)C(=O)OC)ccc2c1. Reaction SMILES: [CH3:38][I:39].[ClH:40].[H-:36].[Na+:37].[OH:19][CH2:20][c:21]1[cH:22][c:23]2[c:24]([cH:25][cH:26]1)[cH:27][c:28]([CH:29]([CH3:30])[C:31]([OH:32])=[O:33])[cH:34][cH:35]2.[OH:1][CH2:2][c:3]1[cH:4][c:5]2[cH:6][cH:7][c:8]([CH:13]([C:14](=[O:15])[O:16][CH3:17])[CH3:18])[cH:9][c:10]2[cH:11][cH:12]1.[cH:41]1[cH:42][cH:43][cH:44][cH:45][cH:46]1>>[O:1]([CH2:2][c:3]1[cH:4][c:5]2[cH:6][cH:7][c:8]([CH:13]([C:14](=[O:15])[O:16][CH3:17])[CH3:18])[cH:9][c:10]2[cH:11][cH:12]1)[CH3:20]. Starting materials: CSC1=CC=C(C=C1)C1(OC2=C(O1)C=CC=C2)C2CCNCC2 (4-[2-(4-methylsulfanyl-phenyl)-benzo[1,3]dioxol-2-yl]-piperidine), O=C(CCN1C(C2=CC=CC=C2C1=O)=O)C (2-(3-oxo-butyl)-isoindole-1,3-dione). Product: CSC1=CC=C(C=C1)C1(OC2=C(O1)C=CC=C2)C2CCN(CC2)C(CCN)C (3-{4-[2-(4-methylsulfanyl-phenyl)-benzo[1,3]dioxol-2-yl]-piperidin-1-yl}-butylamine). As a reaction SMILES: [CH3:1][S:2][C:3]1[CH:8]=[CH:7][C:6]([C:9]2([CH:18]3[CH2:23][CH2:22][NH:21][CH2:20][CH2:19]3)[O:13][C:12]3[CH:14]=[CH:15][CH:16]=[CH:17][C:11]=3[O:10]2)=[CH:5][CH:4]=1.O=[C:25]([CH3:39])[CH2:26][CH2:27][N:28]1C(=O)C2C(=CC=CC=2)C1=O>>[CH3:1][S:2][C:3]1[CH:8]=[CH:7][C:6]([C:9]2([CH:18]3[CH2:23][CH2:22][N:21]([CH:25]([CH3:39])[CH2:26][CH2:27][NH2:28])[CH2:20][CH2:19]3)[O:13][C:12]3[CH:14]=[CH:15][CH:16]=[CH:17][C:11]=3[O:10]2)=[CH:5][CH:4]=1. Procedure: Using general procedure B with the above amine (65 mg, 0.20 mmol) and 2-(3-oxo-butyl)-isoindole-1,3-dione (86 mg, 0.40 mmol) and then using general procedure D afforded 3-{4-[2-(4-methylsulfanyl-phenyl)-benzo[1,3]dioxol-2-yl]-piperidin-1-yl}-butylamine as a white solid (42 mg, 53% over 2 steps).